Task: describe an organic reaction: reactants, conditions, products, and yield. Dataset: the Open Reaction Database (ORD), a public repository of structured organic reaction records Isolated yield 54.0%. The solvent is CCOCC (ether), C(C)OCC (diethyl ether). The reactants are CN[C@H](CN1CCCCC1)C1=CC=CC=C1 ((S)-N-methyl-1-phenyl-2-(1-piperidinyl)ethanamine), C(CCC)[Li] (n-butyl lithium), CC1CC=CC(C1)=O (5-methyl-2-cyclohexenone), C(CCC)[Li] (n-butyllithium). Product: C(CCC)[C@@H]1CC(C[C@H](C1)C)=O ((S,S)-3-n-butyl-5-methylcyclohexanone), C[C@@H]1CC=CC(C1)=O ((R)-5-methyl-2-cyclohexenone). Reaction conditions: temperature -65 celsius, time 5 minute. As a reaction SMILES: CN[C@@H](C1C=CC=CC=1)CN1CCCCC1.[CH2:17]([Li])[CH2:18][CH2:19][CH3:20].[CH3:22][CH:23]1[CH2:28][C:27](=[O:29])[CH:26]=[CH:25][CH2:24]1>CCOCC.[Cu]I>[CH2:17]([C@H:25]1[CH2:24][C@H:23]([CH3:22])[CH2:28][C:27](=[O:29])[CH2:26]1)[CH2:18][CH2:19][CH3:20].[CH3:22][C@H:23]1[CH2:28][C:27](=[O:29])[CH:26]=[CH:25][CH2:24]1. Reported procedure: (S)-N-methyl-1-phenyl-2-(1-piperidinyl)ethanamine (345.0 mg, 1.58 mmol) was dissolved in ether (12 mL) and n-butyllithium (2.5M in hexanes, 0.63 mL, 1.575 mmol) was added to the solution at -65° C. The solution was stirred for 5 min at -65° C., warmed to 0° C. and stirred for 10 min at 0° C. To a second flask was added CuI (251 mg, 1.32 mmol) and 10 mL of diethyl ether. This solution was cooled to -40° C. and treated with n-butyl lithium (0.53 mL, 1.323 mmol). The solution in the first flask was... The reagents and catalysts are [Cu]I (CuI). Starting materials: 3, C(C)O (ethanol), C(C=C)=O (2-propen-1-one), [Na] (sodium), C1(=CC=CC=C1)CCCCCCCCC1=C(C=O)C=CC=C1 (2-(8phenyloctyl)benzaldehyde), [Na] (sodium), CC(=O)C1=CC2=CC=CC=C2C=C1 (2-acetonaphthone). Conditions: temperature 10 celsius, time 5 minute. Product: C1(=CC=CC=C1)CCCCCCCCC1=C(C=CC=C1)[C@H]1[C@@H](O1)C(=O)OC1=CC2=CC=CC=C2C=C1 ((2R-trans)-(2-naphthalenyl) 3-[2-(8-phenyloctyl)phenyl]oxiranecarboxylate). Reaction SMILES: [CH:1](=[O:4])[CH:2]=[CH2:3].[Na].[C:6]1([CH2:12][CH2:13][CH2:14][CH2:15][CH2:16][CH2:17][CH2:18][CH2:19][C:20]2[CH:27]=[CH:26][CH:25]=[CH:24][C:21]=2[CH:22]=[O:23])[CH:11]=[CH:10][CH:9]=[CH:8][CH:7]=1.CC([C:31]1[CH:40]=[CH:39]C2[C:33](=[CH:34][CH:35]=CC=2)[CH:32]=1)=O.[CH2:41]([OH:43])[CH3:42]>>[C:6]1([CH2:12][CH2:13][CH2:14][CH2:15][CH2:16][CH2:17][CH2:18][CH2:19][C:20]2[CH:27]=[CH:26][CH:25]=[CH:24][C:21]=2[C@@H:22]2[O:23][C@H:42]2[C:41]([O:4][C:1]2[CH:35]=[CH:34][C:33]3[C:3](=[CH:39][CH:40]=[CH:31][CH:32]=3)[CH:2]=2)=[O:43])[CH:7]=[CH:8][CH:9]=[CH:10][CH:11]=1 |^1:4|. Procedure: Preparation of (E)-1-(2-naphthalenyl)-3-2-(8-phenyloctyl)phenyl]-2-propen-1-one. To a cooled (5° C.) solution of ethanol (95%, 3.53 L) in a 12 L 3 -neck flask, under nitrogen, was added sodium metal (36.8 g, 1.16 mol) over a period of 30 min. After the sodium had dissolved, stirring was continued for 5 min, and 2-(8phenyloctyl)benzaldehyde (200 g, 0.68 mol) was added. The reaction was cooled to 10° C. and 2-acetonaphthone (115.6 g, 0.679 mol) was added in one portion. The reaction was seeded wit... Starting materials: NC1=C(C(=O)NC=2SC=C(N2)C2=CC(=CC=C2)C(F)(F)F)C=C(C=C1)N1CCCCC1 (2-amino-5-(piperidin-1-yl)-N-(4-(3-(trifluoromethyl)phenyl)thiazol-2-yl)benzamide), N1=CC=CC=C1 (pyridine), CN(C(=O)C=1C=C(C(=O)Cl)C=CC1)CCN1CCOCC1 (3-(methyl(2-morpholinoethyl)carbamoyl)benzoyl chloride). The solvent is ClCCl (dichloromethane), ClCCl (dichloromethane), C(C)(=O)OCC (ethyl acetate). The product is CN(C(C1=CC(C(=O)NC2=C(C=C(C=C2)N2CCCCC2)C(NC=2SC=C(N2)C2=CC(=CC=C2)C(F)(F)F)=O)=CC=C1)=O)CCN1CCOCC1 (N1-methyl-N1-(2-morpholinoethyl)-N3-(4-(piperidin-1-yl)-2-((4-(3-(trifluoromethyl)phenyl)thiazol-2-yl)carbamoyl)phenyl)isophthalamide). As a reaction SMILES: [NH2:1][C:2]1[CH:25]=[CH:24][C:23]([N:26]2[CH2:31][CH2:30][CH2:29][CH2:28][CH2:27]2)=[CH:22][C:3]=1[C:4]([NH:6][C:7]1[S:8][CH:9]=[C:10]([C:12]2[CH:17]=[CH:16][CH:15]=[C:14]([C:18]([F:21])([F:20])[F:19])[CH:13]=2)[N:11]=1)=[O:5].N1C=CC=CC=1.[CH3:38][N:39]([CH2:51][CH2:52][N:53]1[CH2:58][CH2:57][O:56][CH2:55][CH2:54]1)[C:40]([C:42]1[CH:43]=[C:44]([CH:48]=[CH:49][CH:50]=1)[C:45](Cl)=[O:46])=[O:41]>ClCCl.C(OCC)(=O)C>[CH3:38][N:39]([CH2:51][CH2:52][N:53]1[CH2:58][CH2:57][O:56][CH2:55][CH2:54]1)[C:40](=[O:41])[C:42]1[CH:50]=[CH:49][CH:48]=[C:44]([C:45]([NH:1][C:2]2[CH:25]=[CH:24][C:23]([N:26]3[CH2:31][CH2:30][CH2:29][CH2:28][CH2:27]3)=[CH:22][C:3]=2[C:4](=[O:5])[NH:6][C:7]2[S:8][CH:9]=[C:10]([C:12]3[CH:17]=[CH:16][CH:15]=[C:14]([C:18]([F:20])([F:21])[F:19])[CH:13]=3)[N:11]=2)=[O:46])[CH:43]=1. Procedure: Into a 50-mL round bottom flask, was placed a solution of 2-amino-5-(piperidin-1-yl)-N-(4-(3-(trifluoromethyl)phenyl)thiazol-2-yl)benzamide (287 mg, 0.64 mmol, 1.00 equiv) in dichloromethane (3 mL), and pyridine (406 mg, 5.13 mmol, 8.00 equiv). This was followed by dropwise addition of a solution of 3-(methyl(2-morpholinoethyl)carbamoyl)benzoyl chloride (300 mg, 0.97 mmol, 1.50 equiv) in dichloromethane (2 mL) with stirring. The resulting solution was stirred for 1 h at room temperature, then di... Reactants: C(C)(C)(C)OC(=O)N[C@@H](C(=O)N1[C@@H](C[C@@H](C1)COC)C1=NC2=C(N1)C1=CC=C(C=C1C=C2)C=2C=C1C=CC3=C(NC(=N3)[C@H]3N(C[C@H](C3)C)C([C@H](C(C)C)NC(OC)=O)=O)C1=CC2)C2=CC=CC=C2 (methyl (S)-1-((2S,4S)-2-(2′-((2S,4S)-1-((R)-2-tert-butoxycarbonylamino-2-phenylacetyl)-4-(methoxymethyl)pyrrolidin-2-yl)-1H,1′H-7,7′-binaphtho[1,2-d]imidazol-2-yl)-4-methylpyrrolidin-1-yl)-3-methyl-1-oxobutan-2-ylcarbamate), COC(=O)N[C@@H](C(=O)O)C1=CC=CC=C1 ((R)-2-(methoxycarbonylamino)-2-phenylacetic acid), FC(OC1=C(C=CC(=C1)C1=CN=C(N1)[C@H]1N(CCC1)C([C@H](C(C)C)NC(=O)OC)=O)C=1C=C2C=CC3=C(NC(=N3)[C@H]3N(C[C@H](C3)COC)C(=O)OC(C)(C)C)C2=CC1)F ((2S,4S)-tert-butyl 2-(7-(2-(difluoromethoxy)-4-(2-((S)-1-((S)-2-(methoxycarbonylamino)-3-methylbutanoyl)pyrrolidin-2-yl)-1H-imidazol-5-yl)phenyl)-1H-naphtho[1,2-d]imidazol-2-yl)-4-(methoxymethyl)pyrrolidine-1-carboxylate), C(C)(C)(C)OC(=O)N[C@@H](C(=O)O)C1=CC=CC=C1 ((R)-2-(tert-butoxycarbonylamino)-2-phenylacetic acid). RXN SMILES: [C:1]([O:5][C:6]([NH:8][C@H:9]([C:63]1[CH:68]=[CH:67][CH:66]=[CH:65][CH:64]=1)[C:10]([N:12]1[CH2:16][C@@H:15]([CH2:17][O:18][CH3:19])[CH2:14][C@H:13]1[C:20]1[NH:24][C:23]2[C:25]3[C:30]([CH:31]=[CH:32][C:22]=2[N:21]=1)=[CH:29][C:28]([C:33]1[CH:34]=[C:35]2[C:60](=[CH:61][CH:62]=1)[C:39]1[NH:40][C:41]([C@@H:43]4[CH2:47][C@H:46](C)[CH2:45][N:44]4[C:49](=[O:59])[C@@H:50]([NH:54][C:55](=[O:58])[O:56][CH3:57])[CH:51]([CH3:53])[CH3:52])=[N:42][C:38]=1C=C2)=[CH:27][CH:26]=3)=[O:11])=[O:7])(C)(C)C.[F:69][CH:70]([F:127])[O:71]C1C=C(C2NC([C@@H]3CCCN3C(=O)[C@@H](NC(OC)=O)C(C)C)=NC=2)C=CC=1C1C=C2C(=CC=1)C1NC([C@@H]3C[C@H](COC)CN3C(OC(C)(C)C)=O)=NC=1C=C2.C(OC(N[C@H](C1C=CC=CC=1)C(O)=O)=O)(C)(C)C.COC(N[C@H](C1C=CC=CC=1)C(O)=O)=O>>[CH3:1][O:5][C:6]([NH:8][C@H:9]([C:63]1[CH:68]=[CH:67][CH:66]=[CH:65][CH:64]=1)[C:10]([N:12]1[CH2:16][C@@H:15]([CH2:17][O:18][CH3:19])[CH2:14][C@H:13]1[C:20]1[NH:24][C:23]2[C:25]3[C:30]([CH:31]=[CH:32][C:22]=2[N:21]=1)=[CH:29][C:28]([C:33]1[CH:62]=[CH:61][C:60]([C:39]2[NH:40][C:41]([C@@H:43]4[CH2:47][CH2:46][CH2:45][N:44]4[C:49](=[O:59])[C@H:50]([NH:54][C:55](=[O:58])[O:56][CH3:57])[CH:51]([CH3:52])[CH3:53])=[N:42][CH:38]=2)=[CH:35][C:34]=1[O:71][CH:70]([F:127])[F:69])=[CH:27][CH:26]=3)=[O:11])=[O:7]. Procedure details: Methyl (R)-1-((S)-2-(5-(4-(2-((2S,4S)-1-((R)-2-methoxycarbonylamino-2-phenylacetyl)-4-(methoxymethyl)pyrrolidin-2-yl)-1H-naphtho[1,2-d]imidazol-7-yl)-3-(difluoromethoxy)phenyl)-1H-imidazol-2-yl)pyrrolidin-1-yl)-3-methyl-1-oxobutan-2-ylcarbamate was prepared according to the method employed in the synthesis of methyl (S)-1-((2S,4S)-2-(2′-((2S,4S)-1-((R)-2-tert-butoxycarbonylamino-2-phenylacetyl)-4-(methoxymethyl)pyrrolidin-2-yl)-1H,1′H-7,7′-binaphtho[1,2-d]imidazol-2-yl)-4-methylpyrrolidin-1-yl)-... Yields the product COC(=O)N[C@@H](C(=O)N1[C@@H](C[C@@H](C1)COC)C1=NC2=C(N1)C1=CC=C(C=C1C=C2)C2=C(C=C(C=C2)C2=CN=C(N2)[C@H]2N(CCC2)C([C@@H](C(C)C)NC(OC)=O)=O)OC(F)F)C2=CC=CC=C2 (Methyl (R)-1-((S)-2-(5-(4-(2-((2S,4S)-1-((R)-2-methoxycarbonylamino-2-phenylacetyl)-4-(methoxymethyl)pyrrolidin-2-yl)-1H-naphtho[1,2-d]imidazol-7-yl)-3-(difluoromethoxy)phenyl)-1H-imidazol-2-yl)pyrrolidin-1-yl)-3-methyl-1-oxobutan-2-ylcarbamate). Reactants: NC(CNC(=O)C1C(CCC(C1)C)C(C)C)C1=CC=CC=C1 (2-isopropyl-5-methyl-cyclohexanecarboxylic acid (2-amino-2-phenyl-ethyl)-amide), C(=O)(OC(C)(C)C)N[C@H](C)C(=O)O (Boc-(R)-alanine), C=1C=CC2=C(C1)N=NN2O (HOBt), CCN=C=NCCCN(C)C.Cl (EDCl), TEA. The solvent is O (H2O), C(C)(=O)OCC (Ethyl acetate), C1CCOC1 (THF). Conditions: time 3 hour. Yields the product C(C)(C)(C)OC(NC(C)C(NC(CNC(=O)C1C(CCC(C1)C)C(C)C)C1=CC=CC=C1)=O)=O ((1-{2-[(2-Isopropyl-5-methyl-cyclohexanecarbonyl)-amino]-1-phenyl-ethylcarbamoyl}-ethyl)-carbamic acid tert-butyl ester). Isolated yield 25.5%. Reaction SMILES: [C:1]([NH:8][C@@H:9]([C:11]([OH:13])=O)[CH3:10])([O:3][C:4]([CH3:7])([CH3:6])[CH3:5])=[O:2].C1C=CC2N(O)N=NC=2C=1.CCN=C=NCCCN(C)C.Cl.[NH2:36][CH:37]([C:52]1[CH:57]=[CH:56][CH:55]=[CH:54][CH:53]=1)[CH2:38][NH:39][C:40]([CH:42]1[CH2:47][CH:46]([CH3:48])[CH2:45][CH2:44][CH:43]1[CH:49]([CH3:51])[CH3:50])=[O:41]>O.C(OCC)(=O)C.C1COCC1>[C:4]([O:3][C:1](=[O:2])[NH:8][CH:9]([C:11](=[O:13])[NH:36][CH:37]([C:52]1[CH:53]=[CH:54][CH:55]=[CH:56][CH:57]=1)[CH2:38][NH:39][C:40]([CH:42]1[CH2:47][CH:46]([CH3:48])[CH2:45][CH2:44][CH:43]1[CH:49]([CH3:51])[CH3:50])=[O:41])[CH3:10])([CH3:5])([CH3:6])[CH3:7] |f:2.3|. Procedure: A 15 mL reaction vessel equipped with a stir bar was charged with THF (15 mL), Boc-(R)-alanine (52 mg, 0.273 mmoles), HOBt (37.87 mg, 0.273 mmoles), EDCl (53 mg, 0.273 mmoles) and TEA (37 μl, 0.273 mmoles). The reaction mixture was stirred for 15 min. whereupon 2-isopropyl-5-methyl-cyclohexanecarboxylic acid (2-amino-2-phenyl-ethyl)-amide (75 mg, 0.248 mmol) was added and stirred for an additional 3 h. Ethyl acetate (10 mL) and H2O (10 mL) were added to the reaction mixture. The heterogeneous mi... The reactants are NCc1ccccc1, Nc1c2c(nc3ccccc13)CCCC2O, O, Cc1ccc(S(=O)(=O)O)cc1. Product: Nc1c2c(nc3ccccc13)CCCC2NCc1ccccc1. Reaction SMILES: [NH2:17][CH2:18][c:19]1[cH:20][cH:21][cH:22][cH:23][cH:24]1.[NH2:1][c:2]1[c:3]2[cH:4][cH:5][cH:6][cH:7][c:8]2[n:9][c:10]2[c:15]1[CH:14]([OH:16])[CH2:13][CH2:12][CH2:11]2.[OH2:36].[c:25]1([CH3:26])[cH:27][cH:28][c:29]([S:30]([OH:31])(=[O:32])=[O:33])[cH:34][cH:35]1>>[NH2:1][c:2]1[c:3]2[cH:4][cH:5][cH:6][cH:7][c:8]2[n:9][c:10]2[c:15]1[CH:14]([NH:17][CH2:18][c:19]1[cH:20][cH:21][cH:22][cH:23][cH:24]1)[CH2:13][CH2:12][CH2:11]2. Reactants: CC(C)(C)[O-], CC1(C)c2cccc(P(c3ccccc3)c3ccccc3)c2Oc2c(P(c3ccccc3)c3ccccc3)cccc21, COCCCN1C(=O)COc2ccc(COC3CN(C(=O)OCc4ccccc4)CCC3c3ccc(OC4CCNC4)cc3)cc21, Ic1ccccc1, [Na+], C1COCCO1. Yields the product COCCCN1C(=O)COc2ccc(COC3CN(C(=O)OCc4ccccc4)CCC3c3ccc(OC4CCN(c5ccccc5)C4)cc3)cc21. As a reaction SMILES: [CH3:1][C:2]([CH3:3])([O-:4])[CH3:5].[CH3:60][C:61]1([CH3:62])[c:63]2[cH:64][cH:65][cH:66][c:67]([P:68]([c:69]3[cH:70][cH:71][cH:72][cH:73][cH:74]3)[c:75]3[cH:76][cH:77][cH:78][cH:79][cH:80]3)[c:81]2[O:82][c:83]2[c:84]1[cH:85][cH:86][cH:87][c:88]2[P:89]([c:90]1[cH:91][cH:92][cH:93][cH:94][cH:95]1)[c:96]1[cH:97][cH:98][cH:99][cH:100][cH:101]1.[CH3:7][O:8][CH2:9][CH2:10][CH2:11][N:12]1[C:13](=[O:52])[CH2:14][O:15][c:16]2[c:17]1[cH:18][c:19]([CH2:22][O:23][CH:24]1[CH2:25][N:26]([C:42](=[O:43])[O:44][CH2:45][c:46]3[cH:47][cH:48][cH:49][cH:50][cH:51]3)[CH2:27][CH2:28][CH:29]1[c:30]1[cH:31][cH:32][c:33]([O:36][CH:37]3[CH2:38][NH:39][CH2:40][CH2:41]3)[cH:34][cH:35]1)[cH:20][cH:21]2.[I:53][c:54]1[cH:55][cH:56][cH:57][cH:58][cH:59]1.[Na+:6].[O:102]1[CH2:103][CH2:104][O:105][CH2:106][CH2:107]1>>[CH3:7][O:8][CH2:9][CH2:10][CH2:11][N:12]1[C:13](=[O:52])[CH2:14][O:15][c:16]2[c:17]1[cH:18][c:19]([CH2:22][O:23][CH:24]1[CH2:25][N:26]([C:42](=[O:43])[O:44][CH2:45][c:46]3[cH:47][cH:48][cH:49][cH:50][cH:51]3)[CH2:27][CH2:28][CH:29]1[c:30]1[cH:31][cH:32][c:33]([O:36][CH:37]3[CH2:38][N:39]([c:54]4[cH:55][cH:56][cH:57][cH:58][cH:59]4)[CH2:40][CH2:41]3)[cH:34][cH:35]1)[cH:20][cH:21]2. Starting materials: C(C)(=O)O (Acetic acid), OO (hydrogen peroxide), C(C)(=O)OO (peracetic acid), BrC=1C=C2C=CN=CC2=CC1 (6-bromoisoquinoline). Solvent: O (water). Run at temperature 80 celsius. The product is BrC=1C=C2C=C[N+](=CC2=CC1)[O-] (6-bromoisoquinoline N-oxide). As a reaction SMILES: C(O)(=[O:3])C.OO.C(OO)(=O)C.[Br:12][C:13]1[CH:14]=[C:15]2[C:20](=[CH:21][CH:22]=1)[CH:19]=[N:18][CH:17]=[CH:16]2>O>[Br:12][C:13]1[CH:14]=[C:15]2[C:20](=[CH:21][CH:22]=1)[CH:19]=[N+:18]([O-:3])[CH:17]=[CH:16]2. Procedure: Acetic acid (8 mL) and 30% hydrogen peroxide (4 mL) were heated at 80° C. for 1 h. The cooled solution of peracetic acid was added to 6-bromoisoquinoline (Tyson, F. T. J. Am. Chem. Soc., 1939, 61, 183) (0.389 g, 1.87 mmol) and the mixture was then heated at 80° C. for 18 h. The mixture was diluted with water (15 mL) and concentrated in vacuo to ca. half the volume and the residue was extracted with CH2Cl2 (2×25 mL). The combined organics were washed with saturated aqueous NaHCO3 (25 mL), dried o...